This data is from the Open Reaction Database (ORD), a public repository of structured organic reaction records. The task is: describe an organic reaction: reactants, conditions, products, and yield Product: OC1=C(NC(=O)C2=NN=NN2)C=CC=C1 (2'-hydroxytetrazole-5-carboxanilide). The reagents and catalysts are [Pd] (palladium on charcoal). Reaction conditions: time 18.5 hour. The yield is 42.3%. The solvent is C(C)(=O)O (acetic acid). Reactants: C(C1=CC=CC=C1)N1N=NN=C1C(=O)NC1=C(C=CC=C1)OCC1=CC=CC=C1 (1-benzyl-2'-benzyloxy-1H-tetrazole-5-carboxanilide). RXN SMILES: C([N:8]1[C:12]([C:13]([NH:15][C:16]2[CH:21]=[CH:20][CH:19]=[CH:18][C:17]=2[O:22]CC2C=CC=CC=2)=[O:14])=[N:11][N:10]=[N:9]1)C1C=CC=CC=1>C(O)(=O)C.[Pd]>[OH:22][C:17]1[CH:18]=[CH:19][CH:20]=[CH:21][C:16]=1[NH:15][C:13]([C:12]1[NH:11][N:10]=[N:9][N:8]=1)=[O:14]. Reported procedure: A solution of 1-benzyl-2'-benzyloxy-1H-tetrazole-5-carboxanilide (2.0 g) in glacial acetic acid (100 ml) was hydrogenated at 53° C. and 4.1 kg/cm2 for 18.5 hours, using a catalyst of palladium on charcoal (5% w/w). The mixture was filtered and the filtrate was evaporated at 40° C. in vacuo. The resulting solid was dissolved in a minimum volume of aqueous ammonia solution (2 N). The solution was filtered and then acidified with dilute hydrochloric acid (2 N). The resulting solid was filtered off,... Reactants: COc1ccccc1CNC(=O)c1cc(C(F)(F)F)nn1-c1cccc(CNC(=O)C(C)NC(=O)OC(C)(C)C)n1, ClCCl, O=C(O)C(F)(F)F. Product: COc1ccccc1CNC(=O)c1cc(C(F)(F)F)nn1-c1cccc(CNC(=O)C(C)N)n1. RXN SMILES: [CH3:1][O:2][c:3]1[c:4]([CH2:5][NH:6][C:7](=[O:8])[c:9]2[cH:10][c:11]([C:34]([F:35])([F:36])[F:37])[n:12][n:13]2-[c:14]2[cH:15][cH:16][cH:17][c:18]([CH2:20][NH:21][C:22]([CH:23]([CH3:24])[NH:25][C:26](=[O:27])[O:28][C:29]([CH3:30])([CH3:31])[CH3:32])=[O:33])[n:19]2)[cH:38][cH:39][cH:40][cH:41]1.[Cl:49][CH2:50][Cl:51].[OH:42][C:43]([C:44]([F:45])([F:46])[F:47])=[O:48]>>[CH3:1][O:2][c:3]1[c:4]([CH2:5][NH:6][C:7](=[O:8])[c:9]2[cH:10][c:11]([C:34]([F:35])([F:36])[F:37])[n:12][n:13]2-[c:14]2[cH:15][cH:16][cH:17][c:18]([CH2:20][NH:21][C:22]([CH:23]([CH3:24])[NH2:25])=[O:33])[n:19]2)[cH:38][cH:39][cH:40][cH:41]1. The reactants are [H-].[Na+] (sodium hydride), ClC1=CC=C(C=C1)C=1[Se]C(=CN1)CO ([2-(4-chlorophenyl)selenazol-5-yl]methanol), ClC1=CC(C(OC1(C)C)(C)C)=O (5-chloro-2,2,6,6-tetramethyl-6H-pyran-3-one). Solvent: O1CCCC1 (tetrahydrofuran). Reaction conditions: time 5 minute. The product is ClC1=CC=C(C=C1)C=1[Se]C(=CN1)COC1=CC(C(OC1(C)C)(C)C)=O (5-[2-(4-chlorophenyl)selenazol-5-ylmethoxy]-2,2,6,6-tetramethyl-6H-pyran-3-one). The yield is 55.9%. As a reaction SMILES: [Cl:1][C:2]1[CH:7]=[CH:6][C:5]([C:8]2[Se:9][C:10]([CH2:13][OH:14])=[CH:11][N:12]=2)=[CH:4][CH:3]=1.[H-].[Na+].Cl[C:18]1[C:23]([CH3:25])([CH3:24])[O:22][C:21]([CH3:27])([CH3:26])[C:20](=[O:28])[CH:19]=1>O1CCCC1>[Cl:1][C:2]1[CH:3]=[CH:4][C:5]([C:8]2[Se:9][C:10]([CH2:13][O:14][C:18]3[C:23]([CH3:24])([CH3:25])[O:22][C:21]([CH3:27])([CH3:26])[C:20](=[O:28])[CH:19]=3)=[CH:11][N:12]=2)=[CH:6][CH:7]=1 |f:1.2|. Procedure: To a solution of [2-(4-chlorophenyl)selenazol-5-yl]methanol (300 mg, 1.1 mmol) in dry tetrahydrofuran (5 ml) under an atmosphere of nitrogen is added, in one portion, the sodium hydride (44 mg, 1.1 mmol). The reaction mixture is stirred for 5 minutes at room temperature and 5-chloro-2,2,6,6-tetramethyl-6H-pyran-3-one (208 mg, 1.1 mmol) is added in one portion. The reaction mixture is stirred at room temperature overnight. Silica gel is added to the crude reaction mixture, and the solvent is evap... Product: O1C(=NC2=C1C=CC=C2)N(CCCCCCC)CCCCCSC=2NC(=C(N2)C2=CC=CC=C2)C2=CC=CC=C2 (2-[5-(N-(1H-benzoxazol-2-yl)-N-heptylamino)pentyl]thio-4,5-diphenyl-1H-imidazole). Reactants: sulfone, C([O-])([O-])=O.[K+].[K+] (potassium carbonate), C1(=CC=CC=C1)C=1N=C(NC1C1=CC=CC=C1)SCCCCCNCCCCCCC (N-[5-(4,5-diphenyl-1H-imidazol-2-ylthio)pentyl]-heptanamine), C(C)(=O)OCC (ethyl acetate). Procedure: Method A, Part B. A solution of N-[5-(4,5-diphenyl-1H-imidazol-2-ylthio)pentyl]-heptanamine (prepared according to the procedure of U.S. patent application Ser. No. 07/416,606, Billheimer et al. ) (8.57 g, 19.7 mmol), the sulfone prepared in Method A, Part A above (3.52 g, 17.9 mmol) and potassium carbonate (3.00 g, 21.7 mmol) in dimethylformamide (30 mL) was heated to 90° C. for 18 hours. The mixture was allowed to cool and poured into ethyl acetate (200 mL). This solution was washed with water... The solvent is CN(C=O)C (dimethylformamide). As a reaction SMILES: [C:1]1([C:7]2[N:8]=[C:9]([S:18][CH2:19][CH2:20][CH2:21][CH2:22][CH2:23][NH:24][CH2:25][CH2:26][CH2:27][CH2:28][CH2:29][CH2:30][CH3:31])[NH:10][C:11]=2[C:12]2[CH:17]=[CH:16][CH:15]=[CH:14][CH:13]=2)[CH:6]=[CH:5][CH:4]=[CH:3][CH:2]=1.C(=O)([O-])[O-].[K+].[K+].[C:38]([O:41][CH2:42][CH3:43])(=O)C>CN(C)C=O>[O:41]1[C:42]2[CH:43]=[CH:3][CH:2]=[CH:1][C:7]=2[N:8]=[C:38]1[N:24]([CH2:23][CH2:22][CH2:21][CH2:20][CH2:19][S:18][C:9]1[NH:8][C:7]([C:1]2[CH:2]=[CH:3][CH:4]=[CH:5][CH:6]=2)=[C:11]([C:12]2[CH:13]=[CH:14][CH:15]=[CH:16][CH:17]=2)[N:10]=1)[CH2:25][CH2:26][CH2:27][CH2:28][CH2:29][CH2:30][CH3:31] |f:1.2.3|. Reactants: CC1(C(N(C2=NC=CC=C21)C2CC(C2)NC2=NC=C(C=N2)C(=C)C)=O)C (3,3-dimethyl-1-(−3-((5-(prop-1-en-2-yl)pyrimidin-2-yl)amino)cyclobutyl)-1H-pyrrolo[2,3-b]pyridin-2(3H)-one). Reagents/catalysts: [Pd] (Palladium). Run in C(C)O (ethanol), C(C)(=O)OCC (ethyl acetate). Conditions: time 6 hour. Product: C(C)(C)C=1C=NC(=NC1)N[C@@H]1C[C@H](C1)N1C(C(C=2C1=NC=CC2)(C)C)=O (1-(trans-3-((5-isopropylpyrimidin-2-yl)amino)cyclobutyl)-3,3-dimethyl-1H-pyrrolo[2,3-b]pyridin-2(3H)-one). As a reaction SMILES: [CH3:1][C:2]1([CH3:26])[C:10]2[C:5](=[N:6][CH:7]=[CH:8][CH:9]=2)[N:4]([CH:11]2[CH2:14][CH:13]([NH:15][C:16]3[N:21]=[CH:20][C:19]([C:22]([CH3:24])=[CH2:23])=[CH:18][N:17]=3)[CH2:12]2)[C:3]1=[O:25]>C(O)C.C(OCC)(=O)C.[Pd]>[CH:22]([C:19]1[CH:18]=[N:17][C:16]([NH:15][C@H:13]2[CH2:14][C@H:11]([N:4]3[C:5]4=[N:6][CH:7]=[CH:8][CH:9]=[C:10]4[C:2]([CH3:1])([CH3:26])[C:3]3=[O:25])[CH2:12]2)=[N:21][CH:20]=1)([CH3:24])[CH3:23]. Reported procedure: Palladium (10 wt. % on activated carbon, 3.53 mg, 3.32 μmol) was added to a mixture of 3,3-dimethyl-1-(−3-((5-(prop-1-en-2-yl)pyrimidin-2-yl)amino)cyclobutyl)-1H-pyrrolo[2,3-b]pyridin-2(3H)-one (example 80, 58 mg, 0.166 mmol) in ethanol (1 mL) and ethyl acetate (0.5 mL) under an argon atmosphere. The reaction mixture was placed under a hydrogen atmosphere (balloon) and stirred at room temperature for 6 hours. The reaction mixture was filtered through celite, and the filtrate was concentrated to ... Starting materials: C(C1=CC=CC=C1)[C@H](C(=O)O)CC[C@@H](C(=O)N[C@@H]1C(N2[C@@H](SCC1)CCC[C@H]2C(=O)OC)=O)CC2=CC=CC=C2 ((2R,5R)-2,5-Dibenzyl-6-((4S,7S,10aS)-7-(methoxycarbonyl)-5-oxooctahydro-2H-pyrido[2,1-b][1,3]thiazepin-4-ylamino)-6-oxohexanoic acid), C(C(C)C)N1C([C@H](CCCC1)NC(OC(C)(C)C)=O)=O ((S)-tert-Butyl 1-isobutyl-2-oxoazepan-3-ylcarbamate). Yields the product C(C1=CC=CC=C1)[C@@H](C(=O)N[C@@H]1C(N2C(SCC1)CCC[C@H]2C(=O)OC)=O)CC[C@H](C(=O)N[C@@H]2C(N(CCCC2)CC(C)C)=O)CC2=CC=CC=C2 ((4S,7S)-Methyl 4-((2S,5S)-2,5-dibenzyl-6-((S)-1-isobutyl-2-oxoazepan-3-ylamino)-6-oxohexanamido)-5-oxooctahydro-2H-pyrido[2,1-b][1,3]thiazepine-7-carboxylate), solid. The yield is 77.0%. As a reaction SMILES: [CH2:1]([C@@H:8]([CH2:12][CH2:13][C@H:14]([CH2:34][C:35]1[CH:40]=[CH:39][CH:38]=[CH:37][CH:36]=1)[C:15]([NH:17][C@H:18]1[CH2:24][CH2:23][S:22][C@H:21]2[CH2:25][CH2:26][CH2:27][C@@H:28]([C:29]([O:31][CH3:32])=[O:30])[N:20]2[C:19]1=[O:33])=[O:16])[C:9](O)=[O:10])[C:2]1[CH:7]=[CH:6][CH:5]=[CH:4][CH:3]=1.[CH2:41]([N:45]1[CH2:51][CH2:50][CH2:49][CH2:48][C@H:47]([NH:52]C(=O)OC(C)(C)C)[C:46]1=[O:60])[CH:42]([CH3:44])[CH3:43]>>[CH2:34]([C@H:14]([CH2:13][CH2:12][C@@H:8]([CH2:1][C:2]1[CH:3]=[CH:4][CH:5]=[CH:6][CH:7]=1)[C:9]([NH:52][C@H:47]1[CH2:48][CH2:49][CH2:50][CH2:51][N:45]([CH2:41][CH:42]([CH3:43])[CH3:44])[C:46]1=[O:60])=[O:10])[C:15]([NH:17][C@H:18]1[CH2:24][CH2:23][S:22][CH:21]2[CH2:25][CH2:26][CH2:27][C@@H:28]([C:29]([O:31][CH3:32])=[O:30])[N:20]2[C:19]1=[O:33])=[O:16])[C:35]1[CH:40]=[CH:39][CH:38]=[CH:37][CH:36]=1. Reported procedure: (4S,7S)-Methyl 4-((2S,5S)-2,5-dibenzyl-6-((S)-1-isobutyl-2-oxoazepan-3-ylamino)-6-oxohexanamido)-5-oxooctahydro-2H-pyrido[2,1-b][1,3]thiazepine-7-carboxylate was synthesized as described in General Procedure H using Intermediate 23 (40 mg, 0.070 mmol) and Intermediate 80 (26 mg, 0.088 mmol) to give a white solid (40 mg, 77% yield). Anal. Calcd. for C41H56N4O6S m/z 732.4. found: 733.4 (M+H)+; 1H NMR (400 MHz, DMSO-d6) δ ppm 7.90 (d, J=7.3 Hz, 2H), 7.67 (d, J=6.8 Hz, 1H), 7.18 (m, 10H), 6.96 (m, 1... Starting materials: C(C)OC(=O)C1=C(NC=C1C)CCNCCN1CCOCC1 (4-methyl-2-[2-(2-morpholin-4-yl-ethylamino)-ethyl]-1H-pyrrole-3-carboxylic acid ethyl ester), C[Al](C)C (trimethyl aluminum), [OH-].[Na+] (sodium hydroxide), Cl (hydrochloric acid). Run in C1(=CC=CC=C1)C (toluene), C1(=CC=CC=C1)C (toluene), O (water), ice water. Run at time 1 hour. The product is CC1=CNC2=C1C(N(CC2)CCN2CCOCC2)=O (3-methyl-5-(2-morpholin-4-yl-ethyl)-1,5,6,7-tetrahydro-Pyrrolo[3,2-c]pyridin-4-one). Isolated yield 87.7%. RXN SMILES: C([O:3][C:4]([C:6]1[C:10]([CH3:11])=[CH:9][NH:8][C:7]=1[CH2:12][CH2:13][NH:14][CH2:15][CH2:16][N:17]1[CH2:22][CH2:21][O:20][CH2:19][CH2:18]1)=O)C.C[Al](C)C.Cl.[OH-].[Na+]>C1(C)C=CC=CC=1.O>[CH3:11][C:10]1[C:6]2[C:4](=[O:3])[N:14]([CH2:15][CH2:16][N:17]3[CH2:22][CH2:21][O:20][CH2:19][CH2:18]3)[CH2:13][CH2:12][C:7]=2[NH:8][CH:9]=1 |f:3.4|. Procedure details: A stirred solution of 4-methyl-2-[2-(2-morpholin-4-yl-ethylamino)-ethyl]-1H-pyrrole-3-carboxylic acid ethyl ester (3.08 g, 10 mmol) in 50 ml of toluene was added dropwise slowly with 2M trimethyl aluminum in toluene (10 ml, 20 mmol) under an argon atmosphere. The mixture was stirred for 1 hour at room temperature and heated to reflux for another 4 hours. The reaction mixture was cooled down to, 0° C. in ice/water bath, added with 1N hydrochloric acid (30 ml) and cold water (50 ml), and stirred f... Starting materials: ClC=1C(=NC=C(C1)C(F)(F)F)C1=NOC(=C1)C(C)=O (1-[3-(3-chloro-5-trifluoromethyl-pyridin-2-yl)-isoxazol-5-yl]-ethanone), CC=1N=C(SC1C(C)=O)C=1SC=CC1 (1-(4-methyl-2-thiophen-2-yl-thiazol-5-yl)-ethanone), N (NH3). Product: ClC=1C(=NC=C(C1)C(F)(F)F)C1=NOC(=C1)C1=NC2=CC=C(C=C2C=C1)CCN1[C@@H](CCC1)C (2-[3-(3-Chloro-5-trifluoromethyl-pyridin-2-yl)-isoxazol-5-yl]-6-[2-((2R)-2-methyl-pyrrolidin-1-yl)-ethyl]-quinoline). Reaction SMILES: [Cl:1][C:2]1[C:3]([C:12]2[CH:16]=[C:15]([C:17](=O)[CH3:18])[O:14][N:13]=2)=[N:4][CH:5]=[C:6]([C:8]([F:11])([F:10])[F:9])[CH:7]=1.[CH3:20][C:21]1[N:22]=[C:23]([C:29]2S[CH:31]=[CH:32][CH:33]=2)S[C:25]=1[C:26](=O)[CH3:27].[NH3:34]>>[Cl:1][C:2]1[C:3]([C:12]2[CH:16]=[C:15]([C:17]3[CH:18]=[CH:8][C:6]4[C:5](=[CH:31][CH:32]=[C:33]([CH2:29][CH2:23][N:22]5[CH2:27][CH2:26][CH2:25][C@H:21]5[CH3:20])[CH:7]=4)[N:34]=3)[O:14][N:13]=2)=[N:4][CH:5]=[C:6]([C:8]([F:11])([F:10])[F:9])[CH:7]=1. Procedure: The title compound was prepared using the procedure described in Example 1G using 1-[3-(3-chloro-5-trifluoromethyl-pyridin-2-yl)-isoxazol-5-yl]-ethanone (Key Organics Limited/Bionet Research, catalog number 10G-001) for 1-(4-methyl-2-thiophen-2-yl-thiazol-5-yl)-ethanone. 1H NMR (300 MHz, CDCl3) δ 1.13 (d, J=6.10 Hz, 3H), 1.46 (m, 1H), 1.79 (m, 2H), 1.95 (m, 1H), 2.25 (q, J=8.59 Hz, 1H), 2.40 (m, 2H), 3.04 (m, 2H), 3.15 (m, 1H), 3.29 (td, J=8.56, 2.88 Hz, 1H), 7.69 (m, 3H), 8.10 (m, 3H), 8.27 (d,...